From a dataset of the Open Reaction Database (ORD), a public repository of structured organic reaction records. describe an organic reaction: reactants, conditions, products, and yield The reactants are Cl.Cl.NCC1(CCN(CC1)CCC(C1=CC=CC=C1)(C1=CC=CC=C1)C1=CC=CC=C1)C1=CC=CC=C1 (4-aminomethyl-4-phenyl-1-(3,3,3-triphenylpropyl)piperidine dihydrochloride), C(C)(=O)OC(C)=O (acetic anhydride), C([O-])([O-])=O.[K+].[K+] (potassium carbonate), O (water). The solvent is C(Cl)Cl (methylene chloride). Conditions: time 4 hour. The product is C1(=CC=CC=C1)C1(CCN(CC1)CCC(C1=CC=CC=C1)(C1=CC=CC=C1)C1=CC=CC=C1)CNC(C)=O (N-([4-phenyl-1-(3,3,3-triphenylpropyl)piperidine-4-yl]methyl)acetamide). RXN SMILES: Cl.Cl.[NH2:3][CH2:4][C:5]1([C:32]2[CH:37]=[CH:36][CH:35]=[CH:34][CH:33]=2)[CH2:10][CH2:9][N:8]([CH2:11][CH2:12][C:13]([C:26]2[CH:31]=[CH:30][CH:29]=[CH:28][CH:27]=2)([C:20]2[CH:25]=[CH:24][CH:23]=[CH:22][CH:21]=2)[C:14]2[CH:19]=[CH:18][CH:17]=[CH:16][CH:15]=2)[CH2:7][CH2:6]1.[C:38](OC(=O)C)(=[O:40])[CH3:39].C(=O)([O-])[O-].[K+].[K+].O>C(Cl)Cl>[C:32]1([C:5]2([CH2:4][NH:3][C:38](=[O:40])[CH3:39])[CH2:6][CH2:7][N:8]([CH2:11][CH2:12][C:13]([C:14]3[CH:19]=[CH:18][CH:17]=[CH:16][CH:15]=3)([C:26]3[CH:27]=[CH:28][CH:29]=[CH:30][CH:31]=3)[C:20]3[CH:21]=[CH:22][CH:23]=[CH:24][CH:25]=3)[CH2:9][CH2:10]2)[CH:37]=[CH:36][CH:35]=[CH:34][CH:33]=1 |f:0.1.2,4.5.6|. Procedure: A mixture of 1 part of 4-aminomethyl-4-phenyl-1-(3,3,3-triphenylpropyl)piperidine dihydrochloride, 1 part by volume of acetic anhydride, 1 part of potassium carbonate, 10 parts by volume of water and 10 parts by volume of methylene chloride is stirred at room temperature for about 4 hours. The organic and aqueous layers are separated, the aqueous layer washed with methylene chloride and the methylene chloride fraction combined with the organic layer. The combined organic fraction is dried over p... RXN SMILES: [C:1](#[N:2])[CH2:3][C:4](=[O:5])[O:6][CH2:7][CH3:8].[C:28](=[O:29])([O-:30])[O-:31].[Cs+:32].[Cs+:33].[Cu:49][I:50].[I:9][c:10]1[cH:11][cH:12][c:13]([CH2:14][O:15][Si:16]([CH:17]([CH3:18])[CH3:19])([CH:20]([CH3:21])[CH3:22])[CH:23]([CH3:24])[CH3:25])[cH:26][cH:27]1.[O:43]1[CH2:44][CH2:45][O:46][CH2:47][CH2:48]1.[OH:34][C:35]([c:36]1[n:37][cH:38][cH:39][cH:40][cH:41]1)=[O:42]>>[C:1](#[N:2])[CH:3]([C:4](=[O:5])[O:6][CH2:7][CH3:8])[c:10]1[cH:11][cH:12][c:13]([CH2:14][O:15][Si:16]([CH:17]([CH3:18])[CH3:19])([CH:20]([CH3:21])[CH3:22])[CH:23]([CH3:24])[CH3:25])[cH:26][cH:27]1. Starting materials: CCOC(=O)CC#N, O=C([O-])[O-], [Cs+], [Cs+], [Cu]I, CC(C)[Si](OCc1ccc(I)cc1)(C(C)C)C(C)C, C1COCCO1, O=C(O)c1ccccn1. Product: CCOC(=O)C(C#N)c1ccc(CO[Si](C(C)C)(C(C)C)C(C)C)cc1. Reactants: CO, CCOC(=O)C(NC(=O)CCl)c1cscn1, [Na+], [OH-], O. The product is O=C(CCl)NC(C(=O)O)c1cscn1. Reaction SMILES: [CH3:20][OH:21].[Cl:4][CH2:5][C:6](=[O:7])[NH:8][CH:9]([C:10](=[O:11])[O:12][CH2:13][CH3:14])[c:15]1[n:16][cH:17][s:18][cH:19]1.[Na+:3].[OH-:2].[OH2:1]>>[Cl:4][CH2:5][C:6](=[O:7])[NH:8][CH:9]([C:10](=[O:11])[OH:12])[c:15]1[n:16][cH:17][s:18][cH:19]1. Reactants: CCOC(C)=O, CO, [Cl-], O=C(O)c1ccc(Cl)c2c1NCCS2=O, O, O. Product: O=C(O)c1ccc(Cl)c2c1NCCS2. RXN SMILES: [CH3:19][CH2:20][O:21][C:22](=[O:23])[CH3:24].[CH3:25][OH:26].[Cl-:18].[Cl:1][c:2]1[cH:3][cH:4][c:5]([C:13](=[O:14])[OH:15])[c:6]2[c:11]1[S:10](=[O:12])[CH2:9][CH2:8][NH:7]2.[OH2:16].[OH2:17]>>[Cl:1][c:2]1[cH:3][cH:4][c:5]([C:13](=[O:14])[OH:15])[c:6]2[c:11]1[S:10][CH2:9][CH2:8][NH:7]2. Starting materials: CCOC(=O)c1cnc(Br)s1, [Na+], [OH-]. The product is O=C(O)c1cnc(Br)s1. As a reaction SMILES: [CH2:1]([CH3:2])[O:3][C:4](=[O:5])[c:6]1[cH:7][n:8][c:9]([Br:11])[s:10]1.[Na+:13].[OH-:12]>>[O:3]=[C:4]([OH:5])[c:6]1[cH:7][n:8][c:9]([Br:11])[s:10]1.